Task: describe an organic reaction: reactants, conditions, products, and yield. Dataset: the Open Reaction Database (ORD), a public repository of structured organic reaction records Reactants: O=C([O-])[O-], CC(C)(C)OC(=O)NCCOS(C)(=O)=O, [K+], [K+], CCOC(=O)C(Cc1ccc(O)cc1)Oc1ccc(C)cc1. The product is CCOC(=O)C(Cc1ccc(OCCNC(=O)OC(C)(C)C)cc1)Oc1ccc(C)cc1. As a reaction SMILES: [C:38](=[O:39])([O-:40])[O-:41].[CH3:23][S:24]([O:25][CH2:28][CH2:29][NH:30][C:31]([O:32][C:33]([CH3:34])([CH3:35])[CH3:36])=[O:37])(=[O:26])=[O:27].[K+:42].[K+:43].[OH:1][c:2]1[cH:3][cH:4][c:5]([CH2:8][CH:9]([C:10](=[O:11])[O:12][CH2:13][CH3:14])[O:15][c:16]2[cH:17][cH:18][c:19]([CH3:22])[cH:20][cH:21]2)[cH:6][cH:7]1>>[O:1]([c:2]1[cH:3][cH:4][c:5]([CH2:8][CH:9]([C:10](=[O:11])[O:12][CH2:13][CH3:14])[O:15][c:16]2[cH:17][cH:18][c:19]([CH3:22])[cH:20][cH:21]2)[cH:6][cH:7]1)[CH2:28][CH2:29][NH:30][C:31]([O:32][C:33]([CH3:34])([CH3:35])[CH3:36])=[O:37].